From a dataset of the Open Reaction Database (ORD), a public repository of structured organic reaction records. describe an organic reaction: reactants, conditions, products, and yield Starting materials: NC=1C=C(C2=C(C=CO2)C1)O[C@H]1[C@@H](CN(CC1)C(=O)OC(C)(C)C)F (tert-butyl trans-4-[(5-amino-1-benzofuran-7-yl)oxy]-3-fluoropiperidine-1-carboxylate), NC=1C=C(C2=C(C=CO2)C1)O[C@H]1[C@@H](CN(CC1)C(=O)OC(C)(C)C)F (tert-butyl trans-4-[(5-amino-1-benzofuran-7-yl)oxy]-3-fluoropiperidine-1-carboxylate), FC(C1=C(C=CC=C1)S(=O)(=O)Cl)(F)F (2-(trifluoromethyl)benzenesulfonyl chloride). The product is Cl.F[C@@H]1CNCC[C@H]1OC1=CC(=CC=2C=COC21)NS(=O)(=O)C2=C(C=CC=C2)C(F)(F)F (N-(7-{[trans-3-Fluoropiperidin-4-yl]oxy}-1-benzofuran-5-yl)-2-(trifluoromethyl)benzenesulfonamide hydrochloride). Reaction SMILES: [NH2:1][C:2]1[CH:3]=[C:4]([O:11][C@@H:12]2[CH2:17][CH2:16][N:15](C(OC(C)(C)C)=O)[CH2:14][C@H:13]2[F:25])[C:5]2[O:9][CH:8]=[CH:7][C:6]=2[CH:10]=1.[F:26][C:27]([F:39])([F:38])[C:28]1[CH:33]=[CH:32][CH:31]=[CH:30][C:29]=1[S:34]([Cl:37])(=[O:36])=[O:35]>>[ClH:37].[F:25][C@H:13]1[C@H:12]([O:11][C:4]2[C:5]3[O:9][CH:8]=[CH:7][C:6]=3[CH:10]=[C:2]([NH:1][S:34]([C:29]3[CH:30]=[CH:31][CH:32]=[CH:33][C:28]=3[C:27]([F:26])([F:38])[F:39])(=[O:36])=[O:35])[CH:3]=2)[CH2:17][CH2:16][NH:15][CH2:14]1 |f:2.3|. Reported procedure: The title compound was prepared according to the procedure described for Example 84 starting from tert-butyl trans-4-[(5-amino-1-benzofuran-7-yl)oxy]-3-fluoropiperidine-1-carboxylate (Intermediate 53) and 2-(trifluoromethyl)benzenesulfonyl chloride. Yield: 49 mg (25%), HPLC purity=100%, m/z=459 (M+H)+, 1H NMR (270 MHz, methanol-d4) δ ppm 2.13-2.31 (m, 2H) 3.15-3.56 (m, 3H) 3.64-3.79 (m, 1H) 4.77-4.97 (m, 1H) 5.00-5.24 (m, 1H) 6.75 (d, J=1.98 Hz, 1H) 6.81-6.84 (m, 1H) 6.99 (d, J=1.73 Hz, 1H) 7.60...